This data is from the Open Reaction Database (ORD), a public repository of structured organic reaction records. The task is: describe an organic reaction: reactants, conditions, products, and yield Reactants: FC1=CC=C(C=C1)C(CC)=O (1-(4-fluorophenyl) propan-1-one), ice water, CS(=O)C (DMSO), [H-].[Na+] (NaH), [I-].C[S+](C)C (Trimethylsulfonium iodide). Run in C1CCOC1 (THF), C1CCOC1 (THF). Reaction conditions: temperature 65 celsius, time 10 minute. The product is C(C)C1(OC1)C1=CC=C(C=C1)F (2-ethyl-2-(4-fluorophenyl)oxirane). Reaction SMILES: CS(C)=O.[H-].[Na+].[I-].[CH3:8][S+](C)C.[F:12][C:13]1[CH:18]=[CH:17][C:16]([C:19](=[O:22])[CH2:20][CH3:21])=[CH:15][CH:14]=1>C1COCC1>[CH2:20]([C:19]1([C:16]2[CH:15]=[CH:14][C:13]([F:12])=[CH:18][CH:17]=2)[CH2:8][O:22]1)[CH3:21] |f:1.2,3.4|. Procedure: The title compound was prepared by following general procedure 3. DMSO was added to NaH (1 equiv.) and heated to 65° C. for 1 h. THF was added at the same temperature and heated for another 10 min. After 10 min., the reaction mixture was cooled to 0° C. Trimethylsulfonium iodide (1 equiv.) was added and stirred for 10 min. after which the solution of 1-(4-fluorophenyl) propan-1-one (1 equiv.) in THF was added dropwise. After complete addition, the reaction mixture was stirred at RT for 2 h. The ... Starting materials: CN1CCCC1=O, Clc1nc(-c2ccco2)c2cnn(CCc3ccccc3)c2n1, NCCO. Product: OCCNc1nc(-c2ccco2)c2cnn(CCc3ccccc3)c2n1. As a reaction SMILES: [CH3:28][N:29]1[CH2:30][CH2:31][CH2:32][C:33]1=[O:34].[Cl:1][c:2]1[n:3][c:4](-[c:19]2[o:20][cH:21][cH:22][cH:23]2)[c:5]2[c:6]([n:7]1)[n:8]([CH2:11][CH2:12][c:13]1[cH:14][cH:15][cH:16][cH:17][cH:18]1)[n:9][cH:10]2.[NH2:24][CH2:25][CH2:26][OH:27]>>[c:2]1([NH:24][CH2:25][CH2:26][OH:27])[n:3][c:4](-[c:19]2[o:20][cH:21][cH:22][cH:23]2)[c:5]2[c:6]([n:7]1)[n:8]([CH2:11][CH2:12][c:13]1[cH:14][cH:15][cH:16][cH:17][cH:18]1)[n:9][cH:10]2. Starting materials: CN1C(=O)C(C(=O)Nc2ccc(Oc3ccc(Cl)nn3)cc2)C(=O)N(C)C1=O, CO, O. Yields the product COc1ccc(Oc2ccc(NC(=O)C3C(=O)N(C)C(=O)N(C)C3=O)cc2)nn1. RXN SMILES: [CH3:1][N:2]1[C:3](=[O:4])[N:5]([CH3:28])[C:6](=[O:7])[CH:8]([C:11]([NH:12][c:13]2[cH:14][cH:15][c:16]([O:19][c:20]3[n:21][n:22][c:23]([Cl:26])[cH:24][cH:25]3)[cH:17][cH:18]2)=[O:27])[C:9]1=[O:10].[CH3:29][OH:30].[OH2:31]>>[CH3:1][N:2]1[C:3](=[O:4])[N:5]([CH3:28])[C:6](=[O:7])[CH:8]([C:11]([NH:12][c:13]2[cH:14][cH:15][c:16]([O:19][c:20]3[n:21][n:22][c:23]([O:30][CH3:29])[cH:24][cH:25]3)[cH:17][cH:18]2)=[O:27])[C:9]1=[O:10]. Reactants: BrCCOCc1ccccc1, COC(=O)c1ccc2c(C3CCCCC3)c(-c3cccnc3OCc3ccccc3)[nH]c2c1, [H-], [Na+], CN(C)C=O. Product: COC(=O)c1ccc2c(C3CCCCC3)c(-c3cccnc3OCc3ccccc3)n(CCOCc3ccccc3)c2c1. Reaction SMILES: [Br:36][CH2:37][CH2:38][O:39][CH2:40][c:41]1[cH:42][cH:43][cH:44][cH:45][cH:46]1.[CH2:3]([c:4]1[cH:5][cH:6][cH:7][cH:8][cH:9]1)[O:10][c:11]1[n:12][cH:13][cH:14][cH:15][c:16]1-[c:17]1[nH:18][c:19]2[cH:20][c:21]([C:32](=[O:33])[O:34][CH3:35])[cH:22][cH:23][c:24]2[c:25]1[CH:26]1[CH2:27][CH2:28][CH2:29][CH2:30][CH2:31]1.[H-:2].[Na+:1].[O:47]=[CH:48][N:49]([CH3:50])[CH3:51]>>[CH2:3]([c:4]1[cH:5][cH:6][cH:7][cH:8][cH:9]1)[O:10][c:11]1[n:12][cH:13][cH:14][cH:15][c:16]1-[c:17]1[n:18]([CH2:37][CH2:38][O:39][CH2:40][c:41]2[cH:42][cH:43][cH:44][cH:45][cH:46]2)[c:19]2[cH:20][c:21]([C:32](=[O:33])[O:34][CH3:35])[cH:22][cH:23][c:24]2[c:25]1[CH:26]1[CH2:27][CH2:28][CH2:29][CH2:30][CH2:31]1. The reactants are ClC=1C=CC(=C(C[C@@H]2CNC(CN(C2=O)C(=O)N[C@@H](C(=O)O)CC)=NOC2=CC=CC=C2)C1)OC ((2R)-2-({[(6R)-6-(5-chloro-2-methoxybenzyl)-7-oxo-3-(phenoxyimino)-1,4-diazepan-1-yl]carbonyl}amino)butanoic acid), C(Cl)Cl (methylene chloride), CNC (dimethylamine), CO (methanol), propyl phosphonate anhydride. Solvent: C(C)N(CC)CC (triethylamine). Conditions: time 30 minute. Product: ClC=1C=CC(=C(C[C@@H]2CNC(CN(C2=O)C(=O)N[C@H](CC)C(NC)=O)=NOC2=CC=CC=C2)C1)OC ((6R)-6-(5-chloro-2-methoxybenzyl)-N-[(1R)-1-(methylcarbamoyl)propyl]-7-oxo-3-(phenoxyimino)-1,4-diazepane-1-carboxamide). As a reaction SMILES: [Cl:1][C:2]1[CH:3]=[CH:4][C:5]([O:34][CH3:35])=[C:6]([CH:33]=1)[CH2:7][C@H:8]1[C:14](=[O:15])[N:13]([C:16]([NH:18][C@H:19]([CH2:23][CH3:24])[C:20](O)=[O:21])=[O:17])[CH2:12][C:11](=[N:25][O:26][C:27]2[CH:32]=[CH:31][CH:30]=[CH:29][CH:28]=2)[NH:10][CH2:9]1.C(Cl)Cl.[CH3:39][NH:40]C.CO>C(N(CC)CC)C>[Cl:1][C:2]1[CH:3]=[CH:4][C:5]([O:34][CH3:35])=[C:6]([CH:33]=1)[CH2:7][C@H:8]1[C:14](=[O:15])[N:13]([C:16]([NH:18][C@@H:19]([C:20](=[O:21])[NH:40][CH3:39])[CH2:23][CH3:24])=[O:17])[CH2:12][C:11](=[N:25][O:26][C:27]2[CH:32]=[CH:31][CH:30]=[CH:29][CH:28]=2)[NH:10][CH2:9]1. Reported procedure: To the compound 54 (70 mg) in a methylene chloride (3 ml) solution, dimethylamine in a methanol solution (2M, 0.14 ml), triethylamine (0.291 ml), and propyl phosphonate anhydride (T3P) (50% ethyl acetate solution, 0.21 ml) were successively added, and the mixture was stirred at room temperature for 30 minutes. The solvent was distilled off, and the residue was diluted with ethyl acetate. Then the resultant mixture was successively washed with saturated aqueous ammonium chloride solution, saturat... Starting materials: ClC=1C=C(C=CC1O)CC(=O)O (3-chloro-4-hydroxyphenylacetic acid), BrBr (bromine). Run in O (water), C(C)(=O)O (acetic acid). Yields the product BrC=1C=C(C=C(C1O)Cl)CC(=O)O (3-bromo-5-chloro-4-hydrox-yphenylacetic acid). As a reaction SMILES: [Cl:1][C:2]1[CH:3]=[C:4]([CH2:9][C:10]([OH:12])=[O:11])[CH:5]=[CH:6][C:7]=1[OH:8].[Br:13]Br>C(O)(=O)C.O>[Br:13][C:6]1[CH:5]=[C:4]([CH2:9][C:10]([OH:12])=[O:11])[CH:3]=[C:2]([Cl:1])[C:7]=1[OH:8]. Reported procedure: To a solution of 3-chloro-4-hydroxyphenylacetic acid (2.5 g) in glacial acetic acid (35 mL) was added 0.8 mL of neat bromine carefully while stirring. The mixture was stirred in dark at ambient temperature for 51 h. The resulting mixture was diluted with water, extracted with ethyl acetate, dried and concentrated in vacuo to afford 3-bromo-5-chloro-4-hydrox-yphenylacetic acid. This crude product was dissolved in methanol (15 mL), treated with concentrated sulfuric acid (1 mL) carefully, stirred ... Starting materials: COC(CNC)OC (Methylaminoacetaldehyde dimethylacetal), C1=CC=CC=C1 (benzene), CC=1C=C(OC(C)C2=NN=C(S2)N=C=O)C=CC1 (5-[1-(3-methylphenoxy)ethyl]-1,3,4-thiadiazol-2-yl isocyanate). Run in CCCCCC (Hexane). The product is CC=1C=C(OC(C)C2=NN=C(S2)NC(N(CC(OC)OC)C)=O)C=CC1 (3-[5-[1-(3-methylphenoxy)ethyl]-1,3,4-thiadiazol-2-yl]-1-methyl-1-(2,2-dimethoxyethyl)urea). As a reaction SMILES: [CH3:1][O:2][CH:3]([O:7][CH3:8])[CH2:4][NH:5][CH3:6].C1C=CC=CC=1.[CH3:15][C:16]1[CH:17]=[C:18]([CH:30]=[CH:31][CH:32]=1)[O:19][CH:20]([C:22]1[S:26][C:25]([N:27]=[C:28]=[O:29])=[N:24][N:23]=1)[CH3:21]>CCCCCC>[CH3:15][C:16]1[CH:17]=[C:18]([CH:30]=[CH:31][CH:32]=1)[O:19][CH:20]([C:22]1[S:26][C:25]([NH:27][C:28](=[O:29])[N:5]([CH3:6])[CH2:4][CH:3]([O:7][CH3:8])[O:2][CH3:1])=[N:24][N:23]=1)[CH3:21]. Reported procedure: Methylaminoacetaldehyde dimethylacetal (3.7 grams, 0.031 mole) was added to a 50 milliliter benzene solution containing 3.7 grams (0.031 equivalent) of the 5-[1-(3-methylphenoxy)ethyl]-1,3,4-thiadiazol-2-yl isocyanate dimer (prepared above) and the resulting solution was refluxed for 15 minutes and then cooled. Hexane (100 milliliters) was added and the resulting solution formed crystals which were filtered off, and dried in a vacuum oven at 80° C. to 9.0 grams of white crystals of [5-[1-(3-meth...